This data is from the Open Reaction Database (ORD), a public repository of structured organic reaction records. The task is: describe an organic reaction: reactants, conditions, products, and yield The reactants are CC(=O)OI1(C=2C=CC=CC2C(=O)O1)(OC(=O)C)OC(=O)C (Dess-Martin periodinane), OC(COC1C2CCC(C2(CCC1=O)C)=O)CCCC1(OCCO1)C (4-[2-hydroxy-5-(2-methyl-[1,3]dioxolan-2-yl)-pentyloxy]-7a-methyl-hexahydro-indene-1,5-dione). Solvent: ClCCl (dichloromethane). Reaction conditions: time 14 hour. The product is CC12CCC(C(C2CCC1=O)OCC(CCCC1(OCCO1)C)=O)=O (7a-Methyl-4-[5-(2-methyl-[1,3]dioxolan-2-yl)-2-oxo-pentyloxy]-hexahydro-indene-1,5-dione). Reaction SMILES: CC(OI1(OC(C)=O)(OC(C)=O)OC(=O)C2C=CC=CC1=2)=O.[OH:23][CH:24]([CH2:39][CH2:40][CH2:41][C:42]1([CH3:47])[O:46][CH2:45][CH2:44][O:43]1)[CH2:25][O:26][CH:27]1[C:35](=[O:36])[CH2:34][CH2:33][C:32]2([CH3:37])[CH:28]1[CH2:29][CH2:30][C:31]2=[O:38]>ClCCl>[CH3:37][C:32]12[C:31](=[O:38])[CH2:30][CH2:29][CH:28]1[CH:27]([O:26][CH2:25][C:24](=[O:23])[CH2:39][CH2:40][CH2:41][C:42]1([CH3:47])[O:43][CH2:44][CH2:45][O:46]1)[C:35](=[O:36])[CH2:34][CH2:33]2. Procedure: Dess-Martin periodinane (10.28 g, 24.24 mmol) was added to a solution of the 4-[2-hydroxy-5-(2-methyl-[1,3]dioxolan-2-yl)-pentyloxy]-7a-methyl-hexahydro-indene-1,5-dione (7.8 g, 22.03 mmol) in dichloromethane (100 mL) at room temperature. The reaction mixture was then stirred at room temperature for 14 h. The reaction was quenched with saturated potassium bicarbonate solution (20 mL). The aqueous solution was extracted with dichloromethane (2×100 mL) and the combined organic layer was dried with... Starting materials: BrC1=C2C(=NNC2=CC=C1)O (4-Bromo-1H-indazol-3-ol), ClC(=O)OCC (ethyl chloroformate), O (H2O). The solvent is N1=CC=CC=C1 (pyridine). Run at time 18 hour. Product: C(C)OC(=O)N1N=C(C2=C(C=CC=C12)Br)O (4-Bromo-3-hydroxy-indazole-1-carboxylic acid ethyl ester), powder. Yield: 69.0%. As a reaction SMILES: [Br:1][C:2]1[CH:10]=[CH:9][CH:8]=[C:7]2[C:3]=1[C:4]([OH:11])=[N:5][NH:6]2.O.Cl[C:14]([O:16][CH2:17][CH3:18])=[O:15]>N1C=CC=CC=1>[CH2:17]([O:16][C:14]([N:6]1[C:7]2[C:3](=[C:2]([Br:1])[CH:10]=[CH:9][CH:8]=2)[C:4]([OH:11])=[N:5]1)=[O:15])[CH3:18]. Procedure: To a room temperature suspension of 4-Bromo-1H-indazol-3-ol CLXXXIII (3.19 g, 15.0 mmol) in pyridine (13 ml) and H2O (20 ml) was dropwise added ethyl chloroformate (1.43 ml, 15.0 mmol). After stirring 18 hours at room temperature, the mixture was cooled to 0° C., and the precipitate was filtered and washed with cold AcOH (10 ml in 5 ml of H2O). The solid was dried in vacuo affording 4-Bromo-3-hydroxy-indazole-1-carboxylic acid ethyl ester CLXXXIV as a yellow powder (2.97 g, 69% yield). Reactants: C(Cl)Cl (DCM), C(C)(=O)OCC1=C(C=CC=C1C1=NN(C(C(=C1)NC1=NC=C(C=C1)N1CCN(CC1)C(C)C)=O)C)N1C(C2=C(C=C(C=C2C=N1)C(C)(C)C)F)=O (2-(6-tert-butyl-8-fluoro-1-oxophthalazin-2(1H)-yl)-6-(5-(5-(4-isopropylpiperazin-1-yl)pyridin-2-ylamino)-1-methyl-6-oxo-1,6-dihydropyridazin-3-yl)benzyl acetate), [OH-].[Na+] (NaOH). Run in C(=O)(O)[O-].[Na+] (NaHCO3), C1CCOC1 (THF). Reaction conditions: temperature 60 celsius. The product is Cl.C(C)(C)(C)C=1C=C2C=NN(C(C2=C(C1)F)=O)C1=C(C(=CC=C1)C1=NN(C(C(=C1)NC1=NC=C(C=C1)N1CCN(CC1)C(C)C)=O)C)CO (6-tert-butyl-8-fluoro-2-(2-hydroxymethyl-3-{5-[5-(4-isopropyl-piperazin-1-yl)-pyridin-2-ylamino]-1-methyl-6-oxo-1,6-dihydro-pyridazin-3-yl}-phenyl)-2H-phthalazin-1-one HCl). Yield: 38.0%. RXN SMILES: C([O:4][CH2:5][C:6]1[C:11]([C:12]2[CH:17]=[C:16]([NH:18][C:19]3[CH:24]=[CH:23][C:22]([N:25]4[CH2:30][CH2:29][N:28]([CH:31]([CH3:33])[CH3:32])[CH2:27][CH2:26]4)=[CH:21][N:20]=3)[C:15](=[O:34])[N:14]([CH3:35])[N:13]=2)=[CH:10][CH:9]=[CH:8][C:7]=1[N:36]1[N:45]=[CH:44][C:43]2[C:38](=[C:39]([F:50])[CH:40]=[C:41]([C:46]([CH3:49])([CH3:48])[CH3:47])[CH:42]=2)[C:37]1=[O:51])(=O)C.[OH-].[Na+].C(Cl)[Cl:55]>C1COCC1.C([O-])(O)=O.[Na+]>[ClH:55].[C:46]([C:41]1[CH:42]=[C:43]2[C:38](=[C:39]([F:50])[CH:40]=1)[C:37](=[O:51])[N:36]([C:7]1[CH:8]=[CH:9][CH:10]=[C:11]([C:12]3[CH:17]=[C:16]([NH:18][C:19]4[CH:24]=[CH:23][C:22]([N:25]5[CH2:26][CH2:27][N:28]([CH:31]([CH3:32])[CH3:33])[CH2:29][CH2:30]5)=[CH:21][N:20]=4)[C:15](=[O:34])[N:14]([CH3:35])[N:13]=3)[C:6]=1[CH2:5][OH:4])[N:45]=[CH:44]2)([CH3:48])([CH3:49])[CH3:47] |f:1.2,5.6,7.8|. Procedure details: To 2-(6-tert-butyl-8-fluoro-1-oxophthalazin-2(1H)-yl)-6-(5-(5-(4-isopropylpiperazin-1-yl)pyridin-2-ylamino)-1-methyl-6-oxo-1,6-dihydropyridazin-3-yl)benzyl acetate (153 mg, 220 mmol, Eq: 1.00) in THF (2.0 ml) was added an aqueous solution of 1N NaOH (2.0 mL, 2.00 mmol, Eq: 9.08). The resulting solution heated at 60° C. for 2 h. The mixture was cooled to room temperature. The solution was diluted with saturated NaHCO3 and DCM. The layers were separated. The aqueous layer was extracted three times... The reactants are CON(C)C(=O)C1CCC(CNC(=O)OCc2ccccc2)CC1, C1CCOC1. Yields the product CC(=O)C1CCC(CNC(=O)OCc2ccccc2)CC1. As a reaction SMILES: [CH2:1]([c:2]1[cH:3][cH:4][cH:5][cH:6][cH:7]1)[O:8][C:9]([NH:10][CH2:11][CH:12]1[CH2:13][CH2:14][CH:15]([C:18]([N:19]([O:20][CH3:21])[CH3:22])=[O:23])[CH2:16][CH2:17]1)=[O:24].[CH2:25]1[O:26][CH2:27][CH2:28][CH2:29]1>>[CH2:1]([c:2]1[cH:3][cH:4][cH:5][cH:6][cH:7]1)[O:8][C:9]([NH:10][CH2:11][CH:12]1[CH2:13][CH2:14][CH:15]([C:18](=[O:23])[CH3:25])[CH2:16][CH2:17]1)=[O:24].